From a dataset of the Open Reaction Database (ORD), a public repository of structured organic reaction records. describe an organic reaction: reactants, conditions, products, and yield Reactants: C, O=C1NCC(Cc2ccccc2OCc2ccccc2)O1, CCO, CCCCCC, Cl, [H][H], [Pd]. Yields the product O=C1NCC(Cc2ccccc2O)O1. RXN SMILES: [C:28].[CH2:1]([c:2]1[cH:3][cH:4][cH:5][cH:6][cH:7]1)[O:8][c:9]1[c:10]([CH2:11][CH:12]2[CH2:13][NH:14][C:15](=[O:17])[O:16]2)[cH:18][cH:19][cH:20][cH:21]1.[CH3:23][CH2:24][OH:25].[CH3:30][CH2:31][CH2:32][CH2:33][CH2:34][CH3:35].[ClH:22].[H:26][H:27].[Pd:29]>>[OH:8][c:9]1[c:10]([CH2:11][CH:12]2[CH2:13][NH:14][C:15](=[O:17])[O:16]2)[cH:18][cH:19][cH:20][cH:21]1. Reactants: COc1ccc(Cl)cc1C(=O)NCCOc1ccc(C=C2SC(=O)NC2=O)cc1, C1COCCO1. The product is COc1ccc(Cl)cc1C(=O)NCCOc1ccc(CC2SC(=O)NC2=O)cc1. Reaction SMILES: [Cl:1][c:2]1[cH:3][cH:4][c:5]([O:28][CH3:29])[c:6]([C:7](=[O:8])[NH:9][CH2:10][CH2:11][O:12][c:13]2[cH:14][cH:15][c:16]([CH:17]=[C:18]3[C:19](=[O:24])[NH:20][C:21](=[O:23])[S:22]3)[cH:25][cH:26]2)[cH:27]1.[O:30]1[CH2:31][CH2:32][O:33][CH2:34][CH2:35]1>>[Cl:1][c:2]1[cH:3][cH:4][c:5]([O:28][CH3:29])[c:6]([C:7](=[O:8])[NH:9][CH2:10][CH2:11][O:12][c:13]2[cH:14][cH:15][c:16]([CH2:17][CH:18]3[C:19](=[O:24])[NH:20][C:21](=[O:23])[S:22]3)[cH:25][cH:26]2)[cH:27]1.